This data is from the Open Reaction Database (ORD), a public repository of structured organic reaction records. The task is: describe an organic reaction: reactants, conditions, products, and yield Reactants: CC(C)(C)NS(=O)(=O)c1cccc(-c2ccc3cnc(O)nn23)c1, CN(C)C=O, CCN(C(C)C)C(C)C, Nc1ccc(C2CCC(N3CCOCC3)CC2)cc1. The product is CC(C)(C)NS(=O)(=O)c1cccc(-c2ccc3cnc(Nc4ccc(C5CCC(N6CCOCC6)CC5)cc4)nn23)c1. RXN SMILES: [C:1]([CH3:2])([CH3:3])([CH3:4])[NH:5][S:6](=[O:7])(=[O:8])[c:9]1[cH:10][c:11](-[c:15]2[cH:16][cH:17][c:18]3[cH:19][n:20][c:21]([OH:24])[n:22][n:23]23)[cH:12][cH:13][cH:14]1.[CH3:34][N:35]([CH3:36])[CH:37]=[O:38].[CH:25]([N:26]([CH2:27][CH3:28])[CH:29]([CH3:30])[CH3:31])([CH3:32])[CH3:33].[O:39]1[CH2:40][CH2:41][N:42]([CH:45]2[CH2:46][CH2:47][CH:48]([c:51]3[cH:52][cH:53][c:54]([NH2:57])[cH:55][cH:56]3)[CH2:49][CH2:50]2)[CH2:43][CH2:44]1>>[C:1]([CH3:2])([CH3:3])([CH3:4])[NH:5][S:6](=[O:7])(=[O:8])[c:9]1[cH:10][c:11](-[c:15]2[cH:16][cH:17][c:18]3[cH:19][n:20][c:21]([NH:57][c:54]4[cH:53][cH:52][c:51]([CH:48]5[CH2:47][CH2:46][CH:45]([N:42]6[CH2:41][CH2:40][O:39][CH2:44][CH2:43]6)[CH2:50][CH2:49]5)[cH:56][cH:55]4)[n:22][n:23]23)[cH:12][cH:13][cH:14]1.